From a dataset of the Open Reaction Database (ORD), a public repository of structured organic reaction records. describe an organic reaction: reactants, conditions, products, and yield The reactants are CCOC(=O)c1cc(Br)nc2[nH]ncc12, BrC1CCCCC1, CC#N, [K+], [K+], O=C([O-])[O-]. Product: CCOC(=O)c1cc(Br)nc2c1cnn2C1CCCCC1. As a reaction SMILES: [Br:1][c:2]1[cH:3][c:4]([C:11](=[O:12])[O:13][CH2:14][CH3:15])[c:5]2[c:6]([n:7]1)[nH:8][n:9][cH:10]2.[Br:22][CH:23]1[CH2:24][CH2:25][CH2:26][CH2:27][CH2:28]1.[CH3:29][C:30]#[N:31].[K+:16].[K+:17].[O-:18][C:19]([O-:20])=[O:21]>>[Br:1][c:2]1[cH:3][c:4]([C:11](=[O:12])[O:13][CH2:14][CH3:15])[c:5]2[c:6]([n:7]1)[n:8]([CH:23]1[CH2:24][CH2:25][CH2:26][CH2:27][CH2:28]1)[n:9][cH:10]2. The yield is 133.7%. The product is CC1C(N=C(O1)C1=CC=C(C=C1)[N+](=O)[O-])C(=O)OC (Methyl 5-methyl-2-(4-nitrophenyl)-4,5-dihydro-1,3-oxazole-4-carboxylate). Procedure: The Burgess reagent (0.60 g, 2.5 mmol) was added to a solution of N-(4-nitrobenzoyl)threonine methyl ester obtained in Example (97a) (0.57 g, 3 mmol) in THF (20 mL), and the mixture was stirred at 60° C. for two hours. The reaction solution was concentrated under reduced pressure, and the residue was purified by silica gel column chromatography (elution solvent: ethyl acetate/hexane=1/4, 1/2, 1/1, 1/2) to obtain 1.06 g of the title compound as a colorless solid (100%). Run at temperature 60 celsius, time 2 hour. As a reaction SMILES: CC[N+](S(N=C(OC)[O-])(=O)=O)(CC)CC.[CH3:16][O:17][C:18](=[O:35])[C@H:19]([C@@H:32]([CH3:34])[OH:33])[NH:20][C:21](=O)[C:22]1[CH:27]=[CH:26][C:25]([N+:28]([O-:30])=[O:29])=[CH:24][CH:23]=1>C1COCC1>[CH3:34][CH:32]1[O:33][C:21]([C:22]2[CH:27]=[CH:26][C:25]([N+:28]([O-:30])=[O:29])=[CH:24][CH:23]=2)=[N:20][CH:19]1[C:18]([O:17][CH3:16])=[O:35]. Solvent: C1CCOC1 (THF). Reactants: CC[N+](CC)(CC)S(=O)(=O)N=C([O-])OC (Burgess reagent), COC([C@@H](NC(C1=CC=C(C=C1)[N+](=O)[O-])=O)[C@H](O)C)=O (N-(4-Nitrobenzoyl)threonine methyl ester). Reactants: CC1=C2C(=NNC2=CC=C1)C(=O)Cl (methylindazole-3-carboxylic acid chloride), CCCCCC (hexane), [Li]CCCC (n-BuLi), CN1C(CCCC1)C(C)O ((1-Methyl-2-piperidyl)-1-ethanol). The solvent is CN1C(N(CC1)C)=O (1,3-dimethyl-2-imidazolidinone), C1CCOC1 (THF), C1CCOC1 (THF), CN1C(N(CC1)C)=O (1,3-dimethyl-2-imidazolidinone). Reaction conditions: time 20 minute. Product: CN1N=C(C2=CC=CC=C12)C(=O)OC(C)C1N(CCCC1)C (1-(1-Methyl-2-piperidyl)ethyl 1-methylindazole-3-carboxylate). RXN SMILES: [CH3:1][N:2]1[CH2:7][CH2:6][CH2:5][CH2:4][CH:3]1[CH:8]([OH:10])[CH3:9].[CH3:11]CCCCC.[Li]CCCC.C[C:23]1[CH:31]=[CH:30][CH:29]=[C:28]2[C:24]=1[C:25]([C:32](Cl)=[O:33])=[N:26][NH:27]2>C1COCC1.CN1CCN(C)C1=O>[CH3:11][N:27]1[C:28]2[C:24](=[CH:23][CH:31]=[CH:30][CH:29]=2)[C:25]([C:32]([O:10][CH:8]([CH:3]2[CH2:4][CH2:5][CH2:6][CH2:7][N:2]2[CH3:1])[CH3:9])=[O:33])=[N:26]1. Procedure details: (1-Methyl-2-piperidyl)-1-ethanol (4.5 g, 31 mmol) was dissolved in dry THF (70 ml) and 1,3-dimethyl-2-imidazolidinone (20 ml) was added. The solution was ice-cooled and a hexane solution of n-BuLi (1.6M, 20 ml) was added dropwise. The reaction solution was stirred at room temperature for 20 minutes, to which was added dropwise a solution of 1 methylindazole-3-carboxylic acid chloride (5.4 g, 28 mmol) dissolved in a mixed solution of dry THF (70 ml) and 1,3-dimethyl-2-imidazolidinone (20 ml). The... Reactants: C1CCOC1, CCOC=O, CC(C)NC(C)C, Clc1cccnc1. Yields the product O=Cc1ccncc1Cl. Reaction SMILES: [CH2:20]1[O:21][CH2:22][CH2:23][CH2:24]1.[CH:15](=[O:16])[O:17][CH2:18][CH3:19].[CH:1]([NH:2][CH:3]([CH3:4])[CH3:5])([CH3:6])[CH3:7].[Cl:8][c:9]1[cH:10][n:11][cH:12][cH:13][cH:14]1>>[Cl:8][c:9]1[cH:10][n:11][cH:12][cH:13][c:14]1[CH:15]=[O:16]. Starting materials: C(C)SC1=NC(=CC(=C1C(=O)NCC1=CC(=CC=C1)F)C)NC (2-ethylsulfanyl-N-[(3-fluorophenyl)-methyl]-6-(methyl-amino)-4-methyl-pyridine-3-carboxylic acid amide), FC1=CC=C(C(=O)Cl)C=C1 (4-fluoro-benzoylchloride), C1CCOC1 (THF), CCN(C(C)C)C(C)C (DIPEA). Run in C(Cl)Cl (DCM), CCOC(=O)C (EtOAc). Run at time 16 hour. Product: C(C)SC1=NC(=CC(=C1C(=O)NCC1=CC(=CC=C1)F)C)N(C)C(C1=CC=C(C=C1)F)=O (2-Ethylsulfanyl-6-[(4-fluoro-benzoyl)-methyl-amino]-N-[(3-fluorophenyl)-methyl]-4-methyl-pyridine-3-carboxylic acid amide). The yield is 84.4%. Reaction SMILES: [CH2:1]([S:3][C:4]1[C:9]([C:10]([NH:12][CH2:13][C:14]2[CH:19]=[CH:18][CH:17]=[C:16]([F:20])[CH:15]=2)=[O:11])=[C:8]([CH3:21])[CH:7]=[C:6]([NH:22][CH3:23])[N:5]=1)[CH3:2].C1COCC1.CCN(C(C)C)C(C)C.[F:38][C:39]1[CH:47]=[CH:46][C:42]([C:43](Cl)=[O:44])=[CH:41][CH:40]=1>C(Cl)Cl.CCOC(C)=O>[CH2:1]([S:3][C:4]1[C:9]([C:10]([NH:12][CH2:13][C:14]2[CH:19]=[CH:18][CH:17]=[C:16]([F:20])[CH:15]=2)=[O:11])=[C:8]([CH3:21])[CH:7]=[C:6]([N:22]([C:43](=[O:44])[C:42]2[CH:46]=[CH:47][C:39]([F:38])=[CH:40][CH:41]=2)[CH3:23])[N:5]=1)[CH3:2]. Reported procedure: To a solution of 150 mg (0.45 mmol) 2-ethylsulfanyl-N-[(3-fluorophenyl)-methyl]-6-(methyl-amino)-4-methyl-pyridine-3-carboxylic acid amide (synthesis is described in section a) of example 123) in DCM (3 ml) and THF (3 ml) was added 160 μl (0.95 mmol) DIPEA. At 0° C. 56 μl (0.47 mmol) 4-fluoro-benzoylchloride was added dropwise and stirring was continued at 0° C. for 2 h and RT for 16 h. Then the mixture was partiotionated between EtOAc and a 1M aq. NaHCO3 sol. The organic layer was separated, dr... Reactants: NC1=C(C=C(C=C1Cl)C(O)CN)Cl (4-amino-α-(aminomethyl)-3,5-dichlorobenzenemethanol), BrCCCCCCOCCCCCCC1=NC=CN=C1 ([6-[(6-bromohexyl)oxy]hexyl]pyrazine). Run in CN(C)C=O (DMF). Product: NC1=C(C=C(C=C1Cl)C(O)CNCCCCCCOCCCCCCC1=NC=CN=C1)Cl (4-Amino-3,5-dichloro-α-[[[6-[[6-(pyrazinyl)hexyl]oxy]hexyl]amino]methyl]benzenemethanol). The yield is 56.3%. As a reaction SMILES: [NH2:1][C:2]1[C:7]([Cl:8])=[CH:6][C:5]([CH:9]([CH2:11][NH2:12])[OH:10])=[CH:4][C:3]=1[Cl:13].Br[CH2:15][CH2:16][CH2:17][CH2:18][CH2:19][CH2:20][O:21][CH2:22][CH2:23][CH2:24][CH2:25][CH2:26][CH2:27][C:28]1[CH:33]=[N:32][CH:31]=[CH:30][N:29]=1>CN(C=O)C>[NH2:1][C:2]1[C:3]([Cl:13])=[CH:4][C:5]([CH:9]([CH2:11][NH:12][CH2:15][CH2:16][CH2:17][CH2:18][CH2:19][CH2:20][O:21][CH2:22][CH2:23][CH2:24][CH2:25][CH2:26][CH2:27][C:28]2[CH:33]=[N:32][CH:31]=[CH:30][N:29]=2)[OH:10])=[CH:6][C:7]=1[Cl:8]. Procedure details: A solution of 4-amino-α-(aminomethyl)-3,5-dichlorobenzenemethanol (1.2 g), DEA (0.72 ml) and [6-[(6-bromohexyl)oxy]hexyl]pyrazine (1.16 g) in DMF (10 ml) was heated at 100°-110° for 3 h. The resulting dark solution was evaporated in vacuo and the residue purified by FCC eluting with System B (96:2:2→93:5:2) to give the title compound as pale yellow crystals (0.92 g), m.p. 60°-63°. The reactants are O (water), C1(=CC=CC=C1)C (toluene), BrC=1SC=C(N1)C(=O)OC (methyl 2-bromothiazole-4-carboxylate), [O-]C1=CC=CC=C1.[Na+] (sodium phenoxide), [O-]C1=CC=CC=C1.[Na+] (sodium phenoxide). Run in [Cl-].[Na+].O (brine), CS(=O)C (DMSO). Run at temperature 80 celsius. Product: O(C1=CC=CC=C1)C=1SC=C(N1)C(=O)OC (methyl 2-phenoxythiazole-4-carboxylate). As a reaction SMILES: Br[C:2]1[S:3][CH:4]=[C:5]([C:7]([O:9][CH3:10])=[O:8])[N:6]=1.[O-:11][C:12]1[CH:17]=[CH:16][CH:15]=[CH:14][CH:13]=1.[Na+].O.C1(C)C=CC=CC=1>CS(C)=O.[Cl-].[Na+].O>[O:11]([C:2]1[S:3][CH:4]=[C:5]([C:7]([O:9][CH3:10])=[O:8])[N:6]=1)[C:12]1[CH:17]=[CH:16][CH:15]=[CH:14][CH:13]=1 |f:1.2,6.7.8|. Procedure: A mixture of commercially available methyl 2-bromothiazole-4-carboxylate (1.000 g; 4.50 mmol) and sodium phenoxide (627 mg; 5.40 mmol) in anh. DMSO (20 ml) was heated to 80° C., under nitrogen, for 17 h. A second addition of sodium phenoxide (314 mg; 2.70 mmol) was performed, and the resulting mixture was further heated at 80° C. for 1 h. After cooling to rt, water (50 ml), brine (10 ml), and toluene (20 ml) were added. The separated aq. layer was further extracted with toluene (2×20 ml). The mi...